Dataset: the Open Reaction Database (ORD), a public repository of structured organic reaction records. Task: describe an organic reaction: reactants, conditions, products, and yield The reactants are Cl, Cl, O=N[O-], CCOC(=O)c1cc(-c2ccccc2)nc(N)c1C(=O)OCC, [Na+], C1COCCO1, O. The product is CCOC(=O)c1cc(-c2ccccc2)[nH]c(=O)c1C(=O)OCC. RXN SMILES: [ClH:1].[ClH:29].[N:25](=[O:26])[O-:27].[NH2:2][c:3]1[n:4][c:5](-[c:19]2[cH:20][cH:21][cH:22][cH:23][cH:24]2)[cH:6][c:7]([C:14](=[O:15])[O:16][CH2:17][CH3:18])[c:8]1[C:9](=[O:10])[O:11][CH2:12][CH3:13].[Na+:28].[O:30]1[CH2:31][CH2:32][O:33][CH2:34][CH2:35]1.[OH2:36]>>[c:3]1(=[O:26])[nH:4][c:5](-[c:19]2[cH:20][cH:21][cH:22][cH:23][cH:24]2)[cH:6][c:7]([C:14](=[O:15])[O:16][CH2:17][CH3:18])[c:8]1[C:9](=[O:10])[O:11][CH2:12][CH3:13]. The reactants are C([O-])([O-])=O.[K+].[K+] (potassium carbonate), FC1=NC=CC=C1B(O)O (2-fluoropyridin-3-ylboronic acid), CC(CC1=CC=CC=C1)N.OP(=O)(O)O (AmPhos), FC(S(=O)(=O)OC1=CC=C2OC=3C=CC(=CC3[C@]3(C2=C1)N=C(OC3)N)N3CCOCC3)(F)F ((R)-2-amino-2′-morpholino-5H-spiro[oxazole-4,9′-xanthene]-7′-yl trifluoromethanesulfonate), FC1=NC=CC=C1B(O)O (2-fluoropyridin-3-ylboronic acid). Reagents/catalysts: C=1C=CC(=CC1)[P](C=2C=CC=CC2)(C=3C=CC=CC3)[Pd]([P](C=4C=CC=CC4)(C=5C=CC=CC5)C=6C=CC=CC6)([P](C=7C=CC=CC7)(C=8C=CC=CC8)C=9C=CC=CC9)[P](C=1C=CC=CC1)(C=1C=CC=CC1)C=1C=CC=CC1 (Tetrakis(triphenylphosphine)palladium(0)). Solvent: O1CCOCC1 (dioxane), O (water), C(C)(=O)OCC (ethyl acetate). Run at temperature 100 celsius. Yields the product FC(C(=O)O)(F)F.FC1=NC=CC=C1C1=CC=2[C@@]3(C4=CC(=CC=C4OC2C=C1)N1CCOCC1)N=C(OC3)N ((S)-2′-(2-fluoropyridin-3-yl)-7′-morpholino-5H-spiro[oxazole-4,9′-xanthen]-2-amine 2,2,2-trifluoroacetate). Reaction SMILES: [C:1](=[O:4])([O-])[O-:2].[K+].[K+].[F:7][C:8]1[C:13](B(O)O)=[CH:12][CH:11]=[CH:10][N:9]=1.CC(N)CC1C=CC=CC=1.OP(O)(O)=O.[F:32][C:33]([F:64])([F:63])S(O[C:38]1[CH:51]=[C:50]2[C:41]([O:42][C:43]3[CH:44]=[CH:45][C:46]([N:57]4[CH2:62][CH2:61][O:60][CH2:59][CH2:58]4)=[CH:47][C:48]=3[C@@:49]32[CH2:55][O:54][C:53]([NH2:56])=[N:52]3)=[CH:40][CH:39]=1)(=O)=O>O1CCOCC1.C(OCC)(=O)C.C1C=CC([P]([Pd]([P](C2C=CC=CC=2)(C2C=CC=CC=2)C2C=CC=CC=2)([P](C2C=CC=CC=2)(C2C=CC=CC=2)C2C=CC=CC=2)[P](C2C=CC=CC=2)(C2C=CC=CC=2)C2C=CC=CC=2)(C2C=CC=CC=2)C2C=CC=CC=2)=CC=1.O>[F:32][C:33]([F:64])([F:63])[C:1]([OH:2])=[O:4].[F:7][C:8]1[C:13]([C:38]2[CH:39]=[CH:40][C:41]3[O:42][C:43]4[C:48](=[CH:47][C:46]([N:57]5[CH2:58][CH2:59][O:60][CH2:61][CH2:62]5)=[CH:45][CH:44]=4)[C@:49]4([CH2:55][O:54][C:53]([NH2:56])=[N:52]4)[C:50]=3[CH:51]=2)=[CH:12][CH:11]=[CH:10][N:9]=1 |f:0.1.2,4.5,11.12,^1:80,82,101,120|. Procedure: A 0.5-2 ml microwave vial was charged with potassium carbonate (59.8 mg, 0.433 mmol), 2-fluoropyridin-3-ylboronic acid (34.5 mg, 0.245 mmol) and AmPhos (5.11 mg, 7.21 μmol). A solution of (R)-2-amino-2′-morpholino-5H-spiro[oxazole-4,9′-xanthene]-7′-yl trifluoromethanesulfonate (70 mg, 0.144 mmol) in dioxane (841 μL) was added followed by water (120 μL). Rhe vial was sealed and heated in microwave reactor at 100° C. for 1 hr. Tetrakis(triphenylphosphine)palladium(0) (16.66 mg, 0.014 mmol) and 2-f... The reactants are ClC=1SC=C2C1OC1=C(NC2=O)C=CC=C1 (3-chloro-thieno[3,4-b][1,5]benzoxazepin-10(9H)-one), C(\C=C\C(=O)[O-])(=O)[O-] (fumarate), ClC=1SC=C2C1OC1=C(N=C2Cl)C=CC=C1 (3,10-dichloro-thieno[3,4-b][1,5]benzoxazepine), CN1CCNCC1 (N-methylpiperazine), compound. The product is C(\C=C\C(=O)O)(=O)O.ClC=1SC=C2C1OC1=C(N=C2N2CCN(CC2)C)C=CC=C1 (3-Chloro-10-(4-methyl-1-piperazinyl)-thieno[3,4-b][1,5]benzoxazepine fumarate). As a reaction SMILES: [Cl:1][C:2]1[S:3][CH:4]=[C:5]2[C:11](=O)[NH:10][C:9]3[CH:13]=[CH:14][CH:15]=[CH:16][C:8]=3[O:7][C:6]=12.ClC1SC=C2C(Cl)=NC3C=CC=CC=3OC=12.[CH3:33][N:34]1[CH2:39][CH2:38][NH:37][CH2:36][CH2:35]1.[C:40]([O-:47])(=[O:46])/[CH:41]=[CH:42]/[C:43]([O-:45])=[O:44]>>[C:40]([OH:47])(=[O:46])/[CH:41]=[CH:42]/[C:43]([OH:45])=[O:44].[Cl:1][C:2]1[S:3][CH:4]=[C:5]2[C:11]([N:37]3[CH2:38][CH2:39][N:34]([CH3:33])[CH2:35][CH2:36]3)=[N:10][C:9]3[CH:13]=[CH:14][CH:15]=[CH:16][C:8]=3[O:7][C:6]=12 |f:4.5|. Procedure details: A 4.0 g. portion of 3-chloro-thieno[3,4-b][1,5]benzoxazepin-10(9H)-one is converted to 3,10-dichloro-thieno[3,4-b][1,5]benzoxazepine as described in Example 12. This compound is then reacted with N-methylpiperazine giving the base compound as a foam which is further converted to the fumarate, m.p. 150°-151° C. The reactants are stannous chloride dihydrate, [OH-].[Na+] (sodium hydroxide), Cl (hydrochloric acid), OC1=CC=C(C=C1)NC=1C=NN2C1C=CC=C2 (4-hydroxyphenyl-pyrazolo[1,5-a]pyridin-3-ylamine), Cl (hydrochloric acid), stannous chloride dihydrate, Cl.NC=1C=NN2C1C=CC=C2 (3-aminopyrazolo[1,5-a]pyridine hydrochloride). Run in C(C)(=O)OCC.CO (ethyl acetate methanol). Reaction conditions: time 1 hour. Product: NC=1C=NN2C1C=CC=C2 (3-aminopyrazolo[1,5-a]pyridine). Reaction SMILES: Cl.[OH-].[Na+].Cl.[NH2:5][C:6]1[CH:7]=[N:8][N:9]2[CH:14]=[CH:13][CH:12]=[CH:11][C:10]=12.OC1C=CC(NC2C=NN3C=CC=CC=23)=CC=1>C(OCC)(=O)C.CO>[NH2:5][C:6]1[CH:7]=[N:8][N:9]2[CH:14]=[CH:13][CH:12]=[CH:11][C:10]=12 |f:1.2,3.4,6.7|. Procedure details: Pyrazolo[1,5-a]pyridine are dissolved in 30 ml. 6N hydrochloric acid, the solution is cooled to 0° C. and a solution of 6.9 g. sodium nitrite in 30 ml. water is slowly added dropwise thereto. After 1 hour, the nitrosation is complete. About 100 ml. water are added thereto, followed by repeated extraction with ethyl acetate. The organic phase is dried and evaporated. There are obtained 9.6 g. 3-nitrosopyrazolo[1,5-a]pyridine. 4.4.2 9 g. of the nitroso compound obtained according to 4.4.1 are intr... Reactants: COC1=CC=2CC[C@H]3[C@@H]4C[C@]([C@@H]([C@@]4(C)CC[C@@H]3C2C=C1)OC(C)=O)(CC)O (3-methoxy-17β-acetoxy-16β-hydroxy-16α-ethyl-1,3,5(10)-estratriene), C(C)(=O)OC(C)=O.N1=CC=CC=C1 (acetic anhydride pyridine), [BH4-].[Na+] (sodium borohydride), COC1=CC=2CC[C@H]3[C@@H]4C[C@@H]([C@@H]([C@@]4(C)CC[C@@H]3C2C=C1)O)CC (3-methoxy-16β-ethyl-1,3,5(10)-estratrien-17β-ol), Cl.CO (hydrochloric acid methanol), N (ammonia), COC1=CC=2CC[C@H]3[C@@H]4C[C@@H](C([C@@]4(C)CC[C@@H]3C2C=C1)=O)CC (3-methoxy-16β-ethyl-1,3,5(10)-estratrien-17-one), [Li] (lithium). Reagents/catalysts: [Zn] (zinc). Run in C(C)O (ethanol). The product is O[C@@H]1[C@]2(C)[C@@H](C[C@@H]1CC)[C@@H]1CCC3=CC(CC[C@@H]3[C@H]1CC2)=O (17β-hydroxy-16β-ethyl-4-estren-3-one). RXN SMILES: C(OC(=O)C)(=O)C.N1C=CC=CC=1.C[O:15][C:16]1[CH:33]=[CH:32][C:31]2[C@@H:30]3[C@H:21]([C@H:22]4[C@@:26]([CH2:28][CH2:29]3)([CH3:27])[C@@H:25]([O:34]C(=O)C)[C@:24](O)([CH2:38][CH3:39])[CH2:23]4)[CH2:20][CH2:19][C:18]=2[CH:17]=1.COC1C=CC2[C@@H]3[C@H]([C@H]4[C@@](CC3)(C)C(=O)[C@@H](CC)C4)CCC=2C=1.[BH4-].[Na+].COC1C=CC2[C@@H]3[C@H]([C@H]4[C@@](CC3)(C)[C@@H](O)[C@@H](CC)C4)CCC=2C=1.[Li].N.Cl.CO>C(O)C.[Zn]>[OH:34][C@H:25]1[C@@H:24]([CH2:38][CH3:39])[CH2:23][C@H:22]2[C@H:21]3[C@H:30]([CH2:29][CH2:28][C@:26]12[CH3:27])[C@@H:31]1[C:18](=[CH:17][C:16](=[O:15])[CH2:33][CH2:32]1)[CH2:19][CH2:20]3 |f:0.1,4.5,9.10,^1:88|. Reported procedure: These compounds can be prepared in a 10-stage process from 3-methoxy-1,3,5(10)-estratrien-17-one as starting material. In this process, 3-methoxy-1,3,5(10)-estratrien-17-one is enolized and acylated with acetic anhydride. The thus-obtained Δ16 -enol acetate is epoxidized with m-chloroperbenzoic acid and split in the presence of acetic acid. The resultant 16α-acetoxy-3-methoxy-1,3,5(10)-estratrien-17-one is saponified with sodium hydroxide solution in methanol and rearranged into 17β-hydroxy-3-me... Reactants: N(=[N+]=[N-])C1=CC=C(C=C1)OC (1-azido-4-methoxy-benzene), ClC1=CC(=C(C=C1)CC#N)F ((4-chloro-2-fluoro-phenyl)-acetonitrile), ice, C[O-].[Na+] (sodium methoxide). The solvent is C(C)O (ethanol), C(C)O (ethanol). The product is ClC1=CC(=C(C=C1)C1=C(N(N=N1)C1=CC=C(C=C1)OC)N)F (5-(4-Chloro-2-fluoro-phenyl)-3-(4-methoxy-phenyl)-3H-[1,2,3]triazol-4-ylamine). Isolated yield 3.3%. RXN SMILES: [N:1]([C:4]1[CH:9]=[CH:8][C:7]([O:10][CH3:11])=[CH:6][CH:5]=1)=[N+:2]=[N-:3].[Cl:12][C:13]1[CH:18]=[CH:17][C:16]([CH2:19][C:20]#[N:21])=[C:15]([F:22])[CH:14]=1.C[O-].[Na+]>C(O)C>[Cl:12][C:13]1[CH:18]=[CH:17][C:16]([C:19]2[N:3]=[N:2][N:1]([C:4]3[CH:5]=[CH:6][C:7]([O:10][CH3:11])=[CH:8][CH:9]=3)[C:20]=2[NH2:21])=[C:15]([F:22])[CH:14]=1 |f:2.3|. Reported procedure: To a stirred and ice-cooled solution of 1-azido-4-methoxy-benzene (2.000 g, 13.4090 mmol) and commercial (4-chloro-2-fluoro-phenyl)-acetonitrile (2.729 g, 16.0909 mmol) in absolute ethanol (30 ml), an ice-cooled solution of sodium methoxide (1.087 g, 20.1136 mmol) in absolute ethanol (20 ml) is added drop-wise. The resulting reaction mixture is evaporated and the residue is dissolved in methylene chloride and washed with water, brine, dried over MgSO4, filtered and evaporated to afford ˜4.3 g of... Reactants: Cc1cc(Br)cc2c1C(=O)N(Cc1ccc(Oc3ccccc3)cc1)C2, Cc1cncc(B(O)O)c1, COCCOC, [Na+], [Na+], O=C([O-])[O-], c1ccc(P(c2ccccc2)(c2ccccc2)[Pd](P(c2ccccc2)(c2ccccc2)c2ccccc2)(P(c2ccccc2)(c2ccccc2)c2ccccc2)P(c2ccccc2)(c2ccccc2)c2ccccc2)cc1. The product is Cc1cncc(-c2cc(C)c3c(c2)CN(Cc2ccc(Oc4ccccc4)cc2)C3=O)c1. As a reaction SMILES: [Br:1][c:2]1[cH:3][c:4]2[c:8]([c:9]([CH3:11])[cH:10]1)[C:7](=[O:12])[N:6]([CH2:13][c:14]1[cH:15][cH:16][c:17]([O:20][c:21]3[cH:22][cH:23][cH:24][cH:25][cH:26]3)[cH:18][cH:19]1)[CH2:5]2.[CH3:27][c:28]1[cH:29][n:30][cH:31][c:32]([B:34]([OH:35])[OH:36])[cH:33]1.[CH3:43][O:44][CH2:45][CH2:46][O:47][CH3:48].[Na+:37].[Na+:38].[O-:39][C:40](=[O:41])[O-:42].[cH:49]1[cH:50][cH:51][c:52]([P:53]([Pd:54]([P:55]([c:56]2[cH:57][cH:58][cH:59][cH:60][cH:61]2)([c:62]2[cH:63][cH:64][cH:65][cH:66][cH:67]2)[c:68]2[cH:69][cH:70][cH:71][cH:72][cH:73]2)([P:74]([c:75]2[cH:76][cH:77][cH:78][cH:79][cH:80]2)([c:81]2[cH:82][cH:83][cH:84][cH:85][cH:86]2)[c:87]2[cH:88][cH:89][cH:90][cH:91][cH:92]2)[P:93]([c:94]2[cH:95][cH:96][cH:97][cH:98][cH:99]2)([c:100]2[cH:101][cH:102][cH:103][cH:104][cH:105]2)[c:106]2[cH:107][cH:108][cH:109][cH:110][cH:111]2)([c:112]2[cH:113][cH:114][cH:115][cH:116][cH:117]2)[c:118]2[cH:119][cH:120][cH:121][cH:122][cH:123]2)[cH:124][cH:125]1>>[c:2]1(-[c:32]2[cH:31][n:30][cH:29][c:28]([CH3:27])[cH:33]2)[cH:3][c:4]2[c:8]([c:9]([CH3:11])[cH:10]1)[C:7](=[O:12])[N:6]([CH2:13][c:14]1[cH:15][cH:16][c:17]([O:20][c:21]3[cH:22][cH:23][cH:24][cH:25][cH:26]3)[cH:18][cH:19]1)[CH2:5]2.